Dataset: the Open Reaction Database (ORD), a public repository of structured organic reaction records. Task: describe an organic reaction: reactants, conditions, products, and yield Starting materials: C(C1=CC=CC=C1)O[C@H]1C(O)O[C@@H]([C@H]([C@@H]1OCC1=CC=CC=C1)OCC1=CC=CC=C1)COCC1=CC=CC=C1 (2,3,4,6-tetra-O-benzyl-glucopyranose), C1(=CC=CC=C1)C (toluene), CC(C)([O-])C.[K+] (potassium-t-butoxide), C(C)(C)(C)OC(CBr)=O (bromoacetic acid-tert-butyl ester). The reagents and catalysts are [Cl-].C(CCC)[N+](CCCC)(CCCC)CCCC (tetrabutylammonium chloride). Run in C(C)OCOCC (diethoxymethane). Reaction conditions: temperature 0 celsius. Product: C(C1=CC=CC=C1)O[C@H]1C(OCC(=O)O)O[C@@H]([C@H]([C@@H]1OCC1=CC=CC=C1)OCC1=CC=CC=C1)COCC1=CC=CC=C1 (2,3,4,6-Tetra-O-benzyl-1-O-carboxymethyl-glucopyranose). Reaction SMILES: [CH2:1]([O:8][C@@H:9]1[C@@H:15]([O:16][CH2:17][C:18]2[CH:23]=[CH:22][CH:21]=[CH:20][CH:19]=2)[C@H:14]([O:24][CH2:25][C:26]2[CH:31]=[CH:30][CH:29]=[CH:28][CH:27]=2)[C@@H:13]([CH2:32][O:33][CH2:34][C:35]2[CH:40]=[CH:39][CH:38]=[CH:37][CH:36]=2)[O:12][CH:10]1[OH:11])[C:2]1[CH:7]=[CH:6][CH:5]=[CH:4][CH:3]=1.CC(C)([O-])C.[K+].C([O:51][C:52](=[O:55])[CH2:53]Br)(C)(C)C.C1(C)C=CC=CC=1>[Cl-].C([N+](CCCC)(CCCC)CCCC)CCC.C(OCOCC)C>[CH2:1]([O:8][C@@H:9]1[C@@H:15]([O:16][CH2:17][C:18]2[CH:23]=[CH:22][CH:21]=[CH:20][CH:19]=2)[C@H:14]([O:24][CH2:25][C:26]2[CH:27]=[CH:28][CH:29]=[CH:30][CH:31]=2)[C@@H:13]([CH2:32][O:33][CH2:34][C:35]2[CH:36]=[CH:37][CH:38]=[CH:39][CH:40]=2)[O:12][CH:10]1[O:11][CH2:53][C:52]([OH:55])=[O:51])[C:2]1[CH:3]=[CH:4][CH:5]=[CH:6][CH:7]=1 |f:1.2,5.6|. Procedure: A mixture that consists of 54.1 g (100 mmol) of 2,3,4,6-tetra-O-benzyl-glucopyranose, 1.39 g (5 mmol) of tetrabutylammonium chloride and 11.22 g of potassium-t-butoxide (100 mmol) in 500 ml of diethoxymethane is cooled to 0° C. At 0° C., 29.3 g (150 mmol) of bromoacetic acid-tert-butyl ester is added in drops over 20 minutes while being stirred vigorously. It is stirred for 0.5 hour at 0° C. 250 toluene is added, the organic phase is separated, and the aqueous phase is extracted twice with 150 m... The solvent is CC(C)O (2-propanol), C1(=CC=CC=C1)C (toluene), O (water). Product: CC=1C=CC(=NC1)N1N=C2C=CC(=CC2=C1)N1C(NC=2C1=NC=CC2)=O (3-[2-(5-methylpyridin-2-yl)-2H-indazol-5-yl]-1,3-dihydro-2H-imidazo[4,5-b]pyridin-2-one). Starting materials: CC=1C=CC(=NC1)N1NCC2=CC(=CC=C12)N (1-(5-methylpyridin-2-yl)-2H-indazol-5-amine), ClC1=NC=CC=C1NC(OC(C)(C)C)=O (tert-butyl 2-chloropyridin-3-ylcarbamate), CC1(C2=C(C(=CC=C2)P(C3=CC=CC=C3)C4=CC=CC=C4)OC5=C(C=CC=C51)P(C6=CC=CC=C6)C7=CC=CC=C7)C (Xantphos), CC(C)([O-])C.[Na+] (sodium tert-butoxide). Isolated yield 34.1%. Procedure details: Under argon atmosphere, a mixture of 1-(5-methylpyridin-2-yl)-2H-indazol-5-amine (60 mg), tert-butyl 2-chloropyridin-3-ylcarbamate (67.3 mg), Pd2(dba)3 (24.5 mg), Xantphos (31.0 mg) and sodium tert-butoxide (28.3 mg) in 2-propanol (2 mL) and toluene (0.5 mL) was stirred at 90° C. for 24 h, treated with water and extracted with EtOAc. The organic layer was separated, dried over MgSO4 and concentrated in vacuo. The residue was chromatographed on silica gel eluting with AcOEt/Hexane to give the tit... Reagents/catalysts: C=1C=CC(=CC1)/C=C/C(=O)/C=C/C2=CC=CC=C2.C=1C=CC(=CC1)/C=C/C(=O)/C=C/C2=CC=CC=C2.C=1C=CC(=CC1)/C=C/C(=O)/C=C/C2=CC=CC=C2.[Pd].[Pd] (Pd2(dba)3). As a reaction SMILES: [CH3:1][C:2]1[CH:3]=[CH:4][C:5]([N:8]2[C:16]3[C:11](=[CH:12][C:13]([NH2:17])=[CH:14][CH:15]=3)[CH2:10][NH:9]2)=[N:6][CH:7]=1.Cl[C:19]1[C:24]([NH:25][C:26](=O)[O:27]C(C)(C)C)=[CH:23][CH:22]=[CH:21][N:20]=1.CC1(C)C2C(=C(P(C3C=CC=CC=3)C3C=CC=CC=3)C=CC=2)OC2C(P(C3C=CC=CC=3)C3C=CC=CC=3)=CC=CC1=2.CC(C)([O-])C.[Na+]>CC(O)C.C1(C)C=CC=CC=1.C1C=CC(/C=C/C(/C=C/C2C=CC=CC=2)=O)=CC=1.C1C=CC(/C=C/C(/C=C/C2C=CC=CC=2)=O)=CC=1.C1C=CC(/C=C/C(/C=C/C2C=CC=CC=2)=O)=CC=1.[Pd].[Pd].O>[CH3:1][C:2]1[CH:3]=[CH:4][C:5]([N:8]2[CH:16]=[C:11]3[C:10]([CH:15]=[CH:14][C:13]([N:17]4[C:19]5=[N:20][CH:21]=[CH:22][CH:23]=[C:24]5[NH:25][C:26]4=[O:27])=[CH:12]3)=[N:9]2)=[N:6][CH:7]=1 |f:3.4,7.8.9.10.11|. Conditions: temperature 90 celsius, time 24 hour. Reactants: NC1=C(C=CC(=C1)SC1=CC=C(C=C1)C)[N+](=O)[O-] (2-amino-4-(p-methylphenylthio)-1-nitrobenzene), C([O-])(O)=O.[K+] (potassium bicarbonate), Cl (hydrochloric acid), stannous chloride. Run in C(C)(=O)O (acetic acid). Yields the product NC1=C(C=C(C=C1)SC1=CC=C(C=C1)C)N (1,2-diamino-4-(p-methylphenylthio) benzene). As a reaction SMILES: [NH2:1][C:2]1[CH:7]=[C:6]([S:8][C:9]2[CH:14]=[CH:13][C:12]([CH3:15])=[CH:11][CH:10]=2)[CH:5]=[CH:4][C:3]=1[N+:16]([O-])=O.Cl.C(=O)(O)[O-].[K+]>C(O)(=O)C>[NH2:16][C:3]1[CH:4]=[CH:5][C:6]([S:8][C:9]2[CH:14]=[CH:13][C:12]([CH3:15])=[CH:11][CH:10]=2)=[CH:7][C:2]=1[NH2:1] |f:2.3|. Procedure: 3.35 G. of 2-amino-4-(p-methylphenylthio)-1-nitrobenzene in 16 ml. concentrated hydrochloric acid and 16 ml. acetic acid is treated with 16 g. stannous chloride on the steam bath for 1 hour. The mixture is cooled, treated with an excess of potassium bicarbonate and extracted with chloroform. Evaporation of the chloroform leaves 1,2-diamino-4-(p-methylphenylthio) benzene. Reactants: P(=O)(Cl)(Cl)Cl (phosphorus oxychloride), CC1=NN(C(C1)=O)C1=CC=CC=C1 (3-methyl-1-phenyl-2-pyrazoline-5-one), CN(C=O)C (dimethylformamide), ice water. Conditions: temperature 0 celsius, time 1 day. Product: CC1=NN(C(C1C=O)=O)C1=CC=CC=C1 (3-methyl-5-oxo-1-phenyl-2-pyrazoline-4-carboaldehyde). Isolated yield 65.0%. Reaction SMILES: [CH3:1][C:2]1[CH2:6][C:5](=[O:7])[N:4]([C:8]2[CH:13]=[CH:12][CH:11]=[CH:10][CH:9]=2)[N:3]=1.P(Cl)(Cl)(Cl)=O.CN(C)[CH:21]=[O:22]>>[CH3:1][C:2]1[CH:6]([CH:21]=[O:22])[C:5](=[O:7])[N:4]([C:8]2[CH:13]=[CH:12][CH:11]=[CH:10][CH:9]=2)[N:3]=1. Reported procedure: 29 Grams of 3-methyl-1-phenyl-2-pyrazoline-5-one and 40 ml of dimethylformamide were charged into a 200-ml three-necked flask, stirred and cooled to 0° C. in an ice-acetone bath. Then, 18.5 g of phosphorus oxychloride (POCl3) was placed in a dropping funnel, and while it was maintained at 10 to 20° C., it was dropwise added. After the addition, the mixture was heated for 1 hour, then, a reaction mixture was poured into 600 ml of ice water, and the mixture was allowed to stand for one day and nig... The reactants are NC=1C(=C(C(=O)OC)C=C(C1)Cl)Cl (Methyl 3-amino-2,5-dichlorobenzoate), CCN(C(C)C)C(C)C (DIEA), CS(=O)(=O)Cl (methanesulfonyl chloride), ClC1=C(C(=O)OC)C=C(C=C1NS(=O)(=O)C)Cl (methyl 2,5-dichloro-3-[(methylsulfonyl)amino]benzoate), [OH-].[Na+] (NaOH), NC=1C(=C(C(=O)OC)C=C(C1)Cl)Cl (methyl 3-amino-2,5-dichlorobenzoate). Run in C(Cl)Cl (DCM), CO (methanol). Reaction conditions: temperature 0 celsius, time 2 hour. The product is Cl.ClC1=C(C(=O)O)C=C(C=C1NS(=O)(=O)C)Cl (2,5-dichloro-3-[(methylsulfonyl)amino]benzoic acid hydrochloride). RXN SMILES: NC1C(Cl)=C(C=C([Cl:12])C=1)C(OC)=O.CCN(C(C)C)C(C)C.CS(Cl)(=O)=O.[Cl:28][C:29]1[C:38]([NH:39][S:40]([CH3:43])(=[O:42])=[O:41])=[CH:37][C:36]([Cl:44])=[CH:35][C:30]=1[C:31]([O:33]C)=[O:32].[OH-].[Na+]>C(Cl)Cl.CO>[ClH:12].[Cl:28][C:29]1[C:38]([NH:39][S:40]([CH3:43])(=[O:41])=[O:42])=[CH:37][C:36]([Cl:44])=[CH:35][C:30]=1[C:31]([OH:33])=[O:32] |f:4.5,8.9|. Reported procedure: From common intermediate methyl 3-amino-2,5-dichlorobenzoate following the procedure outlined in scheme. Methyl 3-amino-2,5-dichlorobenzoate (2.10 g, 9.55 mmol), DIEA (3.0 ml) were stirred in DCM (40 ml) at 0° C. methanesulfonyl chloride (2.18 g, 19.08 mmol) was added dropwise whike stirring at 0° C. After 2 hrs at 0° C., reaction was allowed to warm to room temperature while stirring overnight. Quenched rxn with saturated NH4Cl and washed with brine. Organic layer with dried to yield crude meth... Reaction conditions: time 12 hour. Yield: 60.0%. RXN SMILES: [CH:1]([N:3]([CH3:13])[C:4](=[O:12])[CH2:5][C:6]1[CH:11]=[CH:10][CH:9]=[CH:8][CH:7]=1)=O.S(=O)(=O)(O)O.S(O)(O)(=O)=O.CN1C(=O)C=C2C(C=CC=C2)=C1>C(O)C>[CH3:1][N:3]1[C:4](=[O:12])[CH:5]=[C:6]2[C:11]([CH:10]=[CH:9][CH:8]=[CH:7]2)=[CH:13]1 |f:2.3|. Reactants: C(=O)N(C(CC1=CC=CC=C1)=O)C (N-formyl-N-methyl-2-phenyl-acetamide), S(O)(O)(=O)=O (sulfuric acid), S(=O)(=O)(O)O.CN1C=C2C=CC=CC2=CC1=O (N-methyl-2H-3-isoquinolone sulfate). Product: CN1C=C2C=CC=CC2=CC1=O (N-methyl-2H-3-isoquinolone). Procedure: A solution of 80 g. N-formyl-N-methyl-2-phenyl-acetamide in 200 ml. concentrated sulfuric acid is left to stand for 12 hours at ambient temperature in an atmosphere of nitrogen. This solution is then poured, while stirring, into 1 liter ethanol and cooled in an ice bath in order to maintain the temperature at about 20°-30°C. The crystalline product obtained is filtered off and washed with cold ethanol and dried. There are obtained 70 g. N-methyl-2H-3-isoquinolone sulfate, which has a melting poi... Run in C(C)O (ethanol). Reactants: [Al+3], Cn1c(=O)n(Cc2ccc(C(=O)Cl)cc2)c(=O)c2cc(C#CCc3ccccc3)ccc21, [H-], [H-], [H-], [H-], [Li+], C1CCOC1. Yields the product Cn1c(=O)n(Cc2ccc(CO)cc2)c(=O)c2cc(C#CCc3ccccc3)ccc21. As a reaction SMILES: [Al+3:34].[CH3:1][n:2]1[c:3](=[O:32])[n:4]([CH2:22][c:23]2[cH:24][cH:25][c:26]([C:27](=[O:28])[Cl:29])[cH:30][cH:31]2)[c:5](=[O:21])[c:6]2[cH:7][c:8]([C:12]#[C:13][CH2:14][c:15]3[cH:16][cH:17][cH:18][cH:19][cH:20]3)[cH:9][cH:10][c:11]12.[H-:33].[H-:36].[H-:37].[H-:38].[Li+:35].[O:39]1[CH2:40][CH2:41][CH2:42][CH2:43]1>>[CH3:1][n:2]1[c:3](=[O:32])[n:4]([CH2:22][c:23]2[cH:24][cH:25][c:26]([CH2:27][OH:28])[cH:30][cH:31]2)[c:5](=[O:21])[c:6]2[cH:7][c:8]([C:12]#[C:13][CH2:14][c:15]3[cH:16][cH:17][cH:18][cH:19][cH:20]3)[cH:9][cH:10][c:11]12. The reactants are ClC1=C(C(=CC=C1)CS(=O)(=O)C)N (2-chloro-6-methanesulfonylmethyl-phenylamine), CCCCCC (hexane), O.C1(=CC=C(C=C1)S(=O)(=O)O)C (p-toluenesulfonic acid hydrate), C(C)(=O)OCC (ethyl acetate). The solvent is C(OC)(OC)OC (trimethyl orthoformate). The product is COC=NC1=C(C=CC=C1CS(=O)(=O)C)Cl (N-(2-Chloro-6-methanesulfonylmethyl-phenyl)-formimidic acid methyl ester). As a reaction SMILES: [Cl:1][C:2]1[CH:7]=[CH:6][CH:5]=[C:4]([CH2:8][S:9]([CH3:12])(=[O:11])=[O:10])[C:3]=1[NH2:13].O.C1(C)C=CC(S(O)(=O)=O)=CC=1.[C:26]([O:29][CH2:30]C)(=O)C.CCCCCC>C(OC)(OC)OC>[CH3:26][O:29][CH:30]=[N:13][C:3]1[C:4]([CH2:8][S:9]([CH3:12])(=[O:11])=[O:10])=[CH:5][CH:6]=[CH:7][C:2]=1[Cl:1] |f:1.2|. Procedure details: The 2-chloro-6-methanesulfonylmethyl-phenylamine (2.04 g, 0.019 mole) of Step 4 was suspended in 15 ml trimethyl orthoformate and p-toluenesulfonic acid hydrate (0.21 g) was added. The reaction mixture was brought to reflux and heated at this temperature for 3 h. The reaction was monitored by tlc (3:7 ethyl acetate:hexane, silica gel) which showed the appearance of a new slightly less polar spot. At the end of 3 h, the reaction was cooled and evaporated to dryness to afford N-(2-Chloro-6-methane... The reactants are CCOC(=O)CC(=O)OCC, ClC(Cl)(Cl)Cl, CCO, O=C(Cl)c1cc(F)c(F)c(F)c1F, [Mg], O=S(=O)(O)O. The product is CCOC(=O)C(C(=O)OCC)C(=O)c1cc(F)c(F)c(F)c1F. As a reaction SMILES: [C:2]([CH2:3][C:4](=[O:5])[O:6][CH2:7][CH3:8])(=[O:9])[O:10][CH2:11][CH3:12].[C:34]([Cl:35])([Cl:36])([Cl:37])[Cl:38].[CH3:31][CH2:32][OH:33].[F:13][c:14]1[c:15]([C:16](=[O:17])[Cl:18])[cH:19][c:20]([F:25])[c:21]([F:24])[c:22]1[F:23].[Mg:1].[S:26](=[O:27])(=[O:28])([OH:29])[OH:30]>>[C:2]([CH:3]([C:4](=[O:5])[O:6][CH2:7][CH3:8])[C:16]([c:15]1[c:14]([F:13])[c:22]([F:23])[c:21]([F:24])[c:20]([F:25])[cH:19]1)=[O:17])(=[O:9])[O:10][CH2:11][CH3:12]. Yields the product COC=1C=C(C=CC1OC)CCN1C(=CC=C1C)CN1C(C=2C(C1=O)=CC=CC2)=O (1-(2-(3,4-Dimethoxyphenyl)-ethyl)-2-(phthalimido-methyl)-5-methyl-pyrrole). Procedure details: 13.0 g (0.05 mol) of 6-phthalimido-2,5-hexanedione and 9.1 g (0.05 mol) of 2-(3,4-dimethoxyphenyl)-ethylamine are stirred in 250 ml of acetic acid at 80° C. for 7 hours. After working up as in Example 1, 7.3 g of product are obtained. Starting materials: C1(C=2C(C(N1CC(CCC(C)=O)=O)=O)=CC=CC2)=O (6-phthalimido-2,5-hexanedione), COC=1C=C(C=CC1OC)CCN (2-(3,4-dimethoxyphenyl)-ethylamine), product. The solvent is C(C)(=O)O (acetic acid). RXN SMILES: [C:1]1(=[O:19])[N:5]([CH2:6][C:7](=O)[CH2:8][CH2:9][C:10](=O)[CH3:11])[C:4](=[O:14])[C:3]2=[CH:15][CH:16]=[CH:17][CH:18]=[C:2]12.[CH3:20][O:21][C:22]1[CH:23]=[C:24]([CH2:30][CH2:31][NH2:32])[CH:25]=[CH:26][C:27]=1[O:28][CH3:29]>C(O)(=O)C>[CH3:20][O:21][C:22]1[CH:23]=[C:24]([CH2:30][CH2:31][N:32]2[C:10]([CH3:11])=[CH:9][CH:8]=[C:7]2[CH2:6][N:5]2[C:4](=[O:14])[C:3]3=[CH:15][CH:16]=[CH:17][CH:18]=[C:2]3[C:1]2=[O:19])[CH:25]=[CH:26][C:27]=1[O:28][CH3:29].